From a dataset of the Open Reaction Database (ORD), a public repository of structured organic reaction records. describe an organic reaction: reactants, conditions, products, and yield Reactants: [OH-].[Na+] (Sodium hydroxide), C(C1=CC=CC=C1)=O (Benzaldehyde), NC(CO)(CO)C (2-amino-2-methyl-1,3-propanediol), [BH4-].[Na+] (Sodium borohydride). Solvent: C(C)(=O)OCC (ethyl acetate), CO (methanol). Run at time 2 hour. Yields the product C(C1=CC=CC=C1)NC(CO)(CO)C (2-benzylamino-2-methyl-1,3-propanediol). RXN SMILES: [CH:1](=O)[C:2]1[CH:7]=[CH:6][CH:5]=[CH:4][CH:3]=1.[NH2:9][C:10]([CH3:15])([CH2:13][OH:14])[CH2:11][OH:12].[BH4-].[Na+].[OH-].[Na+]>CO.C(OCC)(=O)C>[CH2:1]([NH:9][C:10]([CH3:15])([CH2:13][OH:14])[CH2:11][OH:12])[C:2]1[CH:7]=[CH:6][CH:5]=[CH:4][CH:3]=1 |f:2.3,4.5|. Procedure details: Benzaldehyde (17.4 ml) was added dropwise to a solution of 2-amino-2-methyl-1,3-propanediol (20 g) in methanol (200 ml) at 0° C. and the whole was stirred at room temperature for 2 hours. Sodium borohydride (11.5 g) was added thereto in portions at 0° C. and the mixture was stirred for 10 minutes. 1N Sodium hydroxide solution and ethyl acetate were added and the organic layer was separated, dried over magnesium sulfate, and evaporated in vacuo to give 2-benzylamino-2-methyl-1,3-propanediol (28.5... Starting materials: Cc1ccc(S(=O)(=O)N(c2ccccc2)c2ccc(CO)cc2)cc1, O=S(Cl)Cl, c1ccncc1. Yields the product Cc1ccc(S(=O)(=O)N(c2ccccc2)c2ccc(CCl)cc2)cc1. RXN SMILES: [OH:1][CH2:2][c:3]1[cH:4][cH:5][c:6]([N:7]([S:8](=[O:9])(=[O:10])[c:11]2[cH:12][cH:13][c:14]([CH3:17])[cH:15][cH:16]2)[c:18]2[cH:19][cH:20][cH:21][cH:22][cH:23]2)[cH:24][cH:25]1.[S:32]([Cl:33])([Cl:34])=[O:35].[cH:26]1[cH:27][cH:28][n:29][cH:30][cH:31]1>>[CH2:2]([c:3]1[cH:4][cH:5][c:6]([N:7]([S:8](=[O:9])(=[O:10])[c:11]2[cH:12][cH:13][c:14]([CH3:17])[cH:15][cH:16]2)[c:18]2[cH:19][cH:20][cH:21][cH:22][cH:23]2)[cH:24][cH:25]1)[Cl:34]. Reactants: O.C1(=CC=C(C=C1)S(=O)(=O)O)C (para-toluenesulfonic acid monohydrate), FC1=C(C=C(C(=C1)F)F)C1(CCC2(OCCO2)CC1)O (8-(2,4,5-trifluorophenyl)-1,4-dioxaspiro[4.5]decan-8-ol), [OH-].[Na+] (sodium hydroxide), O.C1(=CC=C(C=C1)S(=O)(=O)O)C (p-TSA). Solvent: C1(=CC=CC=C1)C (toluene). Reaction conditions: time 8 hour. The product is FC1=C(C=C(C(=C1)F)F)C1=CCC2(OCCO2)CC1 (8-(2,4,5-Trifluorophenyl)-1,4-dioxaspiro[4.5]dec-7-ene). Reaction SMILES: O.C1(C)C=CC(S(O)(=O)=O)=CC=1.[F:13][C:14]1[CH:19]=[C:18]([F:20])[C:17]([F:21])=[CH:16][C:15]=1[C:22]1(O)[CH2:31][CH2:30][C:25]2([O:29][CH2:28][CH2:27][O:26]2)[CH2:24][CH2:23]1.[OH-].[Na+]>C1(C)C=CC=CC=1>[F:13][C:14]1[CH:19]=[C:18]([F:20])[C:17]([F:21])=[CH:16][C:15]=1[C:22]1[CH2:31][CH2:30][C:25]2([O:26][CH2:27][CH2:28][O:29]2)[CH2:24][CH:23]=1 |f:0.1,3.4|. Reported procedure: To a round-bottomed flask (3 L) under nitrogen atmosphere equipped with a Dean-Stark trap, toluene (350 mL), para-toluenesulfonic acid monohydrate (p-TSA) (1 g) and 8-(2,4,5-trifluorophenyl)-1,4-dioxaspiro[4.5]decan-8-ol (94.2 g) were added and the mixture was refluxed overnight. Additional p-TSA (1 g) was added. Refluxing was continued overnight and then the reaction was stirred at room temperature for two more days. The reaction mixture was treated with 0.1N aqueous sodium hydroxide solution (...